Dataset: the Open Reaction Database (ORD), a public repository of structured organic reaction records. Task: describe an organic reaction: reactants, conditions, products, and yield The reactants are [Br-], O=c1cc(-c2ccc(OCc3ccccc3)c(OCc3ccccc3)c2)oc2cc(O)ccc12, ClCC1CO1, [H-], [K+], [Na+], CN(C)C=O. Yields the product O=c1cc(-c2ccc(OCc3ccccc3)c(OCc3ccccc3)c2)oc2cc(OCC3CO3)ccc12. As a reaction SMILES: [Br-:42].[CH2:1]([c:2]1[cH:3][cH:4][cH:5][cH:6][cH:7]1)[O:8][c:9]1[cH:10][c:11](-[c:12]2[o:13][c:14]3[cH:15][c:16]([OH:23])[cH:17][cH:18][c:19]3[c:20](=[O:22])[cH:21]2)[cH:24][cH:25][c:26]1[O:27][CH2:28][c:29]1[cH:30][cH:31][cH:32][cH:33][cH:34]1.[Cl:37][CH2:38][CH:39]1[CH2:40][O:41]1.[H-:35].[K+:43].[Na+:36].[O:44]=[CH:45][N:46]([CH3:47])[CH3:48]>>[CH2:1]([c:2]1[cH:3][cH:4][cH:5][cH:6][cH:7]1)[O:8][c:9]1[cH:10][c:11](-[c:12]2[o:13][c:14]3[cH:15][c:16]([O:23][CH2:38][CH:39]4[CH2:40][O:41]4)[cH:17][cH:18][c:19]3[c:20](=[O:22])[cH:21]2)[cH:24][cH:25][c:26]1[O:27][CH2:28][c:29]1[cH:30][cH:31][cH:32][cH:33][cH:34]1. The reactants are ice water, C(C)#N (acetonitrile), BrCC(=O)NC1CCCOC2=C1C=CC=C2 (5-(2-bromoacetylamino)-2,3,4,5-tetrahydro-1-benzoxepine), O(C1=CC=CC=C1)C1=CC=C(C=C1)C1CCNCC1 (4-(4-phenoxyphenyl)piperidine). The solvent is C(C)N(CC)CC (triethylamine). The product is O(C1=CC=CC=C1)C1=CC=C(C=C1)C1CCN(CC1)CC(=O)NC1CCCOC2=C1C=CC=C2 (5-[2-(4-(4-phenoxyphenyl)piperidin-1-yl)acetylamino]-2,3,4,5-tetrahydro-1-benzoxepine). The yield is 98.0%. RXN SMILES: C(#N)C.Br[CH2:5][C:6]([NH:8][CH:9]1[C:15]2[CH:16]=[CH:17][CH:18]=[CH:19][C:14]=2[O:13][CH2:12][CH2:11][CH2:10]1)=[O:7].[O:20]([C:27]1[CH:32]=[CH:31][C:30]([CH:33]2[CH2:38][CH2:37][NH:36][CH2:35][CH2:34]2)=[CH:29][CH:28]=1)[C:21]1[CH:26]=[CH:25][CH:24]=[CH:23][CH:22]=1>C(N(CC)CC)C>[O:20]([C:27]1[CH:32]=[CH:31][C:30]([CH:33]2[CH2:38][CH2:37][N:36]([CH2:5][C:6]([NH:8][CH:9]3[C:15]4[CH:16]=[CH:17][CH:18]=[CH:19][C:14]=4[O:13][CH2:12][CH2:11][CH2:10]3)=[O:7])[CH2:35][CH2:34]2)=[CH:29][CH:28]=1)[C:21]1[CH:22]=[CH:23][CH:24]=[CH:25][CH:26]=1. Reported procedure: To a 5 ml acetonitrile solution of 190 mg of the compound (8) synthesized in Reference Example 8 were added 184 mg of the compound (4) synthesized in Reference Example 4 and 0.14 ml of triethylamine. This was heated at reflux for 3 hours. To the reaction was added 10 ml of ice water, then extraction was performed with ethyl acetate. The extract was dried, filtered, then concentrated under reduced pressure to obtain a residue which was then purified by silica gel column chromatography (methylene ... Starting materials: [H-].[Al+3].[Li+].[H-].[H-].[H-] (Lithium aluminum hydride), O=C1CN2CCC(N1)CC2 (3-oxo-1,4-diazabicyclo[3.2.2]nonane). Isolated yield 64.4%. Procedure details: Lithium aluminum hydride (2.0 g, 51.4 mmoles) was slurried in 250 ml of dry tetrahydrofuran and 3-oxo-1,4-diazabicyclo[3.2.2]nonane (3.6 g, 25.7 mmoles) was added carefully as a solid in one portion at room temperature. The resulting mixture was then heated to a gentle reflux for 20 hours. The reaction was cooled to room tempeature and quenched by slow addition of 2.5 ml water. The salts were filtered and washed several times with diethyl ether totaling 1.0 1. These washings and the supernatant ... RXN SMILES: [H-].[Al+3].[Li+].[H-].[H-].[H-].O=[C:8]1[NH:14][CH:13]2[CH2:15][CH2:16][N:10]([CH2:11][CH2:12]2)[CH2:9]1>O1CCCC1>[N:10]12[CH2:16][CH2:15][CH:13]([CH2:12][CH2:11]1)[NH:14][CH2:8][CH2:9]2 |f:0.1.2.3.4.5|. Yields the product N12CCNC(CC1)CC2 (1,4-diazabicyclo[3.2.2]nonane). The solvent is O1CCCC1 (tetrahydrofuran). The reactants are O (water), N1N=C(N=C1)C=1C=NC=CC1 (3-(1H-1,2,4-triazol-3-yl)pyridine), ClC1=NC(=CC=C1)C(F)(F)F (2-chloro-6-(trifluoromethyl)pyridine), C([O-])([O-])=O.[K+].[K+] (potassium carbonate). Run in CN(C=O)C (N,N-dimethylformamide). Conditions: temperature 120 celsius, time 18 hour. The product is N1=CC(=CC=C1)C1=NN(C=N1)C1=NC(=CC=C1)C(F)(F)F (2-[3-(Pyridin-3-yl)-1H-1,2,4-triazol-1-yl]-6-(trifluoromethyl)pyridine). RXN SMILES: [NH:1]1[CH:5]=[N:4][C:3]([C:6]2[CH:7]=[N:8][CH:9]=[CH:10][CH:11]=2)=[N:2]1.Cl[C:13]1[CH:18]=[CH:17][CH:16]=[C:15]([C:19]([F:22])([F:21])[F:20])[N:14]=1.C(=O)([O-])[O-].[K+].[K+].O>CN(C)C=O>[N:8]1[CH:9]=[CH:10][CH:11]=[C:6]([C:3]2[N:4]=[CH:5][N:1]([C:13]3[CH:18]=[CH:17][CH:16]=[C:15]([C:19]([F:22])([F:21])[F:20])[N:14]=3)[N:2]=2)[CH:7]=1 |f:2.3.4|. Procedure: 100 mg (684 μmol) of 3-(1H-1,2,4-triazol-3-yl)pyridine (preparation cf. J. Org. Chem. 1979, 44, 4160-4164), 124 mg (683 μmol) of 2-chloro-6-(trifluoromethyl)pyridine and 142 mg (1.03 mmol) of potassium carbonate were initially charged in 5 ml of N,N-dimethylformamide, and the mixture was stirred at 120° C. for about 18 hours. After cooling, water was added and the mixture was extracted three times with ethyl acetate. The organic phases were washed with saturated sodium chloride solution, dried o... Starting materials: OCCBr, O=C([O-])[O-], CCCCCCCCCCCCS, CN(C)C=O, Cc1ccccc1, [K+], [K+]. The product is CCCCCCCCCCCCSCCO. Reaction SMILES: [Br:1][CH2:2][CH2:3][OH:4].[C:18](=[O:19])([O-:20])[O-:21].[CH2:5]([CH2:6][CH2:7][CH2:8][CH2:9][CH2:10][CH2:11][CH2:12][CH2:13][CH2:14][CH2:15][CH3:16])[SH:17].[CH3:24][N:25]([CH3:26])[CH:27]=[O:28].[CH3:29][c:30]1[cH:31][cH:32][cH:33][cH:34][cH:35]1.[K+:22].[K+:23]>>[CH2:2]([CH2:3][OH:4])[S:17][CH2:5][CH2:6][CH2:7][CH2:8][CH2:9][CH2:10][CH2:11][CH2:12][CH2:13][CH2:14][CH2:15][CH3:16]. Reactants: [N+](=O)([O-])C1=C(C#N)C=C(C(=C1)OC)OC (2-nitro-4,5-dimethoxybenzonitrile), S(=O)([O-])S(=O)[O-].[Na+].[Na+] (sodium dithionite). The solvent is O (water). Reaction conditions: temperature 90 celsius. The product is NC1=C(C#N)C=C(C(=C1)OC)OC (2-amino-4,5-dimethoxybenzonitrile). The yield is 97.2%. Reaction SMILES: [N+:1]([C:4]1[CH:11]=[C:10]([O:12][CH3:13])[C:9]([O:14][CH3:15])=[CH:8][C:5]=1[C:6]#[N:7])([O-])=O.S(S([O-])=O)([O-])=O.[Na+].[Na+]>O>[NH2:1][C:4]1[CH:11]=[C:10]([O:12][CH3:13])[C:9]([O:14][CH3:15])=[CH:8][C:5]=1[C:6]#[N:7] |f:1.2.3|. Procedure: A suspension of 2-nitro-4,5-dimethoxybenzonitrile (6.0 g, 28.8 mmol) in water (200 mL) was heated to 90° C. To this hot mixture was added sodium dithionite in a small portion until it was dissolved completely. The resulting solution was filtered and then cooled to room temperature to get crystal. The solid was collected by filtration to afford 4.99 g (97%) of 2-amino-4,5-dimethoxybenzonitrile. An analytical sample was recrystallized from acetonitrile. 1H NMR (100 MHz, DMSO-d6): δ3.64 (s, 3H, CH3... The reactants are NC=1SC(=C(N1)C)C=1C=C(C(=NC1)Cl)NS(=O)(=O)C1=CC=CC=C1 (N-[5-(2-amino-4-methyl-1,3-thiazol-5-yl)-2-chloropyridin-3-yl]benzenesulfonamide), C(C1=CC=CC=C1)OCC(=O)Cl (2-benzyloxyacetyl chloride). Product: C1(=CC=CC=C1)S(=O)(=O)NC=1C=C(C=NC1Cl)C1=C(N=C(S1)NC(COCC1=CC=CC=C1)=O)C (N-[5-(5-Benzenesulfonylamino-6-chloropyridin-3-yl)-4-methyl-1,3-thiazol-2-yl]-2-benzyloxyacetamide). Reaction SMILES: [NH2:1][C:2]1[S:3][C:4]([C:8]2[CH:9]=[C:10]([NH:15][S:16]([C:19]3[CH:24]=[CH:23][CH:22]=[CH:21][CH:20]=3)(=[O:18])=[O:17])[C:11]([Cl:14])=[N:12][CH:13]=2)=[C:5]([CH3:7])[N:6]=1.[CH2:25]([O:32][CH2:33][C:34](Cl)=[O:35])[C:26]1[CH:31]=[CH:30][CH:29]=[CH:28][CH:27]=1>>[C:19]1([S:16]([NH:15][C:10]2[CH:9]=[C:8]([C:4]3[S:3][C:2]([NH:1][C:34](=[O:35])[CH2:33][O:32][CH2:25][C:26]4[CH:31]=[CH:30][CH:29]=[CH:28][CH:27]=4)=[N:6][C:5]=3[CH3:7])[CH:13]=[N:12][C:11]=2[Cl:14])(=[O:18])=[O:17])[CH:20]=[CH:21][CH:22]=[CH:23][CH:24]=1. Procedure details: Using an analogous method to that described in Example 51, N-[5-(2-amino-4-methyl-1,3-thiazol-5-yl)-2-chloropyridin-3-yl]benzenesulfonamide was reacted with 2-benzyloxyacetyl chloride. The reaction product was purified by preparative HPLC (Method A) to give the title product (retention time 9.6 minutes); 1H NMR Spectrum: (DMSOd6+D2O) 8.56 (1H, d); 8.09 (1H, d); 8.03 (2H, br d); 7.83 (1H, t); 7.70 (2H, t); 7.31-7.26 (3H); 7.26-7.24 (2H); 4.41 (2H, AB system); 4.12 (1H, d); 3.86 (1H, d); 2.24 (3H,... Starting materials: polystyrene, OC1=C(C2=CC=CC=C2C=C1C(=O)O)C1=C(C(=CC2=CC=CC=C12)C(=O)O)O (2,2′-dihydroxy-1,1′-binaphthalene-3,3′-dicarboxylic acid), C([O-])([O-])=O.[K+].[K+] (potassium carbonate), CN(C=O)C (DMF). Run in O (water). Reaction conditions: temperature 90 celsius, time 8 hour. The product is C=1(C(=CC=C2C=CC=CC12)O)C1=CC=CC2=CC=CC=C12 (Binaphthol). As a reaction SMILES: [OH:1][C:2]1[C:11](C(O)=O)=[CH:10][C:9]2[C:4](=[CH:5][CH:6]=[CH:7][CH:8]=2)[C:3]=1[C:15]1[C:24]2[C:19](=[CH:20][CH:21]=[CH:22][CH:23]=2)[CH:18]=[C:17](C(O)=O)[C:16]=1O.C(=O)([O-])[O-].[K+].[K+].CN(C)C=O>O>[C:3]1([C:15]2[C:24]3[C:19](=[CH:20][CH:21]=[CH:22][CH:23]=3)[CH:18]=[CH:17][CH:16]=2)[C:2]([OH:1])=[CH:11][CH:10]=[C:9]2[C:4]=1[CH:5]=[CH:6][CH:7]=[CH:8]2 |f:1.2.3|. Procedure details: A mixture of 50 g (60 mmol) of Merrifield resin (polCH2Cl where pol=1-2% crosslinked polystyrene, 200-400 mesh beads), 2,2′-dihydroxy-1,1′-binaphthalene-3,3′-dicarboxylic acid (33.7 g), potassium carbonate (12.4 g) and DMF (dimethlyformamide) (350 ml) was heated at 90° C. with stirring for 8 hrs. The color of the resin changed from white to green-yellow. The mixture was diluted with water, filtered, washed with H2O, DMF, and acetone, and then thoroughly dried in the air to give the desired produ... Starting materials: [BH3-]C#N, COc1cc(CN2CCC(CC=O)(c3ccc(Cl)c(Cl)c3)C2)cc(OC)c1OC, CO, CC(C)[O-], CC(C)[O-], CC(C)[O-], CC(C)[O-], ClCCl, Cl, [K+], [Na+], C1CCOC1, [OH-], [Ti+4], NC(=O)C1(c2ccccc2)CCNCC1. Yields the product COc1cc(CN2CCC(CCN3CCC(C(N)=O)(c4ccccc4)CC3)(c3ccc(Cl)c(Cl)c3)C2)cc(OC)c1OC. As a reaction SMILES: [C:46]([BH3-:47])#[N:48].[CH3:17][O:18][c:19]1[cH:20][c:21]([CH2:22][N:23]2[CH2:24][C:25]([CH2:28][CH:29]=[O:30])([c:31]3[cH:32][c:33]([Cl:38])[c:34]([Cl:37])[cH:35][cH:36]3)[CH2:26][CH2:27]2)[cH:39][c:40]([O:44][CH3:45])[c:41]1[O:42][CH3:43].[CH3:57][OH:58].[CH3:59][CH:60]([CH3:61])[O-:62].[CH3:64][CH:65]([CH3:66])[O-:67].[CH3:68][CH:69]([CH3:70])[O-:71].[CH3:72][CH:73]([CH3:74])[O-:75].[Cl:76][CH2:77][Cl:78].[ClH:1].[K+:56].[Na+:49].[O:50]1[CH2:51][CH2:52][CH2:53][CH2:54]1.[OH-:55].[Ti+4:63].[c:2]1([C:8]2([C:14](=[O:15])[NH2:16])[CH2:9][CH2:10][NH:11][CH2:12][CH2:13]2)[cH:3][cH:4][cH:5][cH:6][cH:7]1>>[c:2]1([C:8]2([C:14](=[O:15])[NH2:16])[CH2:9][CH2:10][N:11]([CH2:29][CH2:28][C:25]3([c:31]4[cH:32][c:33]([Cl:38])[c:34]([Cl:37])[cH:35][cH:36]4)[CH2:24][N:23]([CH2:22][c:21]4[cH:20][c:19]([O:18][CH3:17])[c:41]([O:42][CH3:43])[c:40]([O:44][CH3:45])[cH:39]4)[CH2:27][CH2:26]3)[CH2:12][CH2:13]2)[cH:3][cH:4][cH:5][cH:6][cH:7]1. Reactants: ClC=1C(=NC=C(C1)C(F)(F)F)C=O (3-chloro-5-(trifluoromethyl)picolinaldehyde), Cl.NO (hydroxylamine hydrochloride), N1=CC=CC=C1 (pyridine). Procedure details: A solution of 3-chloro-5-(trifluoromethyl)picolinaldehyde (1.0 eq.), hydroxylamine hydrochloride (5.0 eq.), and pyridine (4.0 eq.) in ethanol was heated to 95° C. and stirred for 1 hour. The reaction was cooled to room temperature and diluted with ethyl acetate and water. The organic layer was washed with brine, water, dried over anhydrous MgSO4, and concentrated en vacuo to give a solid that was carried onto the next step without further purification. Solvent: C(C)O (ethanol), C(C)(=O)OCC (ethyl acetate), O (water). Conditions: time 1 hour. The product is ClC=1C(=NC=C(C1)C(F)(F)F)C=NO (3-chloro-5-(trifluoromethyl)picolinaldehyde oxime). RXN SMILES: [Cl:1][C:2]1[C:3]([CH:12]=O)=[N:4][CH:5]=[C:6]([C:8]([F:11])([F:10])[F:9])[CH:7]=1.Cl.[NH2:15][OH:16].N1C=CC=CC=1>C(O)C.C(OCC)(=O)C.O>[Cl:1][C:2]1[C:3]([CH:12]=[N:15][OH:16])=[N:4][CH:5]=[C:6]([C:8]([F:11])([F:10])[F:9])[CH:7]=1 |f:1.2|.